From a dataset of the Open Reaction Database (ORD), a public repository of structured organic reaction records. describe an organic reaction: reactants, conditions, products, and yield Reactants: C1COC(OC)(C=2NC=C(C2)C(CCCCCCCCCCCC)=O)OSS1 (Methyl 4-tridecanoylpyrrole-2-carboxylate dithioethylene ketal). The reagents and catalysts are [Ni] (Raney-nickel). The solvent is C(C)O (ethanol). Conditions: temperature 30 celsius. Yields the product C(CCCCCCCCCCCC)C=1C=C(NC1)C(=O)OC (methyl 4-tridecylpyrrole-2-carboxylate). Isolated yield 91.8%. RXN SMILES: C1SSO[C:4]([C:7]2[NH:8][CH:9]=[C:10]([C:12](=O)[CH2:13][CH2:14][CH2:15][CH2:16][CH2:17][CH2:18][CH2:19][CH2:20][CH2:21][CH2:22][CH2:23][CH3:24])[CH:11]=2)([O:5]C)[O:3][CH2:2]1>[Ni].C(O)C>[CH2:12]([C:10]1[CH:11]=[C:7]([C:4]([O:3][CH3:2])=[O:5])[NH:8][CH:9]=1)[CH2:13][CH2:14][CH2:15][CH2:16][CH2:17][CH2:18][CH2:19][CH2:20][CH2:21][CH2:22][CH2:23][CH3:24]. Procedure: Methyl 4-tridecanoylpyrrole-2-carboxylate dithioethylene ketal (15.06 g, 37.9 mmol) prepared in Synthetic Example 8 was added to a mixed solution of 750 ml of ethanol and 150 ml of Raney-nickel (activated type, manufactured by Aldrich Co.) which was washed with water and ethanol successively. The mixture was heated under reflux for 30 minutes. After cooling it to ca. 30° C., the Raney-nickel was filtered off and the filtrate was concentrated under reduced pressure. Recrystallization of the resid... Reactants: O1C(C1)COC1=C(C(=O)NC2=C3C=CNC3=CC=C2)C=CC=C1 (2-[(2-oxiranyl)-methoxy]-N-[(1H-indol-4-yl)]-benzamide), COC1=C(C=CC=C1)N1CCNCC1 ((methoxyphenyl)piperazine). Solvent: C(C)O (ethanol). The product is COC1=C(C=CC=C1)N1CCN(CC1)CC(COC1=C(C(=O)NC2=C3C=CNC3=CC=C2)C=CC=C1)O (2-[3-[4-(2-methoxyphenyl)-1-piperazinyl]-2-hydroxypropoxy]-N-(1H-indol-4-yl)-benzamide). RXN SMILES: [O:1]1[CH2:3][CH:2]1[CH2:4][O:5][C:6]1[CH:23]=[CH:22][CH:21]=[CH:20][C:7]=1[C:8]([NH:10][C:11]1[CH:19]=[CH:18][CH:17]=[C:16]2[C:12]=1[CH:13]=[CH:14][NH:15]2)=[O:9].[CH3:24][O:25][C:26]1[CH:31]=[CH:30][CH:29]=[CH:28][C:27]=1[N:32]1[CH2:37][CH2:36][NH:35][CH2:34][CH2:33]1>C(O)C>[CH3:24][O:25][C:26]1[CH:31]=[CH:30][CH:29]=[CH:28][C:27]=1[N:32]1[CH2:37][CH2:36][N:35]([CH2:3][CH:2]([OH:1])[CH2:4][O:5][C:6]2[CH:23]=[CH:22][CH:21]=[CH:20][C:7]=2[C:8]([NH:10][C:11]2[CH:19]=[CH:18][CH:17]=[C:16]3[C:12]=2[CH:13]=[CH:14][NH:15]3)=[O:9])[CH2:34][CH2:33]1. Reported procedure: 1.6 g of 2-[(2-oxiranyl)-methoxy]-N-[(1H-indol-4-yl)]-benzamide in 36 ml of ethanol as refluxed for 4 hours with 1.82 ml of (methoxyphenyl)piperazine and the solvent was eliminated under reduced pressure. The residue was purified by chromatography over silica (eluent:chloroform--ethyl acetate--triethylamine, 6-3-1) to obtain 1.85 g of 2-[3-[4-(2-methoxyphenyl)-1-piperazinyl]-2-hydroxypropoxy]-N-(1H-indol-4-yl)-benzamide Reactants: N1=C(C=CC=C1)CN1CC(C2=CC(=CC=C12)O)(C)C (1-(2-pyridylmethyl)-3,3-dimethylindolin-5-ol), COC1=CC=C(C=C1)N=C=O (4-methoxyphenylisocyanate), Example 2 ( 2 ). Product: COC1=CC=C(C=C1)NC(OC=1C=C2C(CN(C2=CC1)CC1=NC=CC=C1)(C)C)=O (1-(2-pyridylmethyl)-3,3-dimethylindolin-5-yl 4-methoxyphenylcarbamate), solid. Yield: 46.0%. As a reaction SMILES: [N:1]1[CH:6]=[CH:5][CH:4]=[CH:3][C:2]=1[CH2:7][N:8]1[C:16]2[C:11](=[CH:12][C:13]([OH:17])=[CH:14][CH:15]=2)[C:10]([CH3:19])([CH3:18])[CH2:9]1.[CH3:20][O:21][C:22]1[CH:27]=[CH:26][C:25]([N:28]=[C:29]=[O:30])=[CH:24][CH:23]=1>>[CH3:20][O:21][C:22]1[CH:27]=[CH:26][C:25]([NH:28][C:29](=[O:30])[O:17][C:13]2[CH:12]=[C:11]3[C:16](=[CH:15][CH:14]=2)[N:8]([CH2:7][C:2]2[CH:3]=[CH:4][CH:5]=[CH:6][N:1]=2)[CH2:9][C:10]3([CH3:19])[CH3:18])=[CH:24][CH:23]=1. Procedure details: The title compound was synthesized from 1-(2-pyridylmethyl)-3,3-dimethylindolin-5-ol (20.0 mg, 0.09 mmol) using the same procedure employed for Example 2 (2), but with 4-methoxyphenylisocyanate instead of 4-isopropylphenylisocyanate. The product was obtained as a white solid (14.6 mg, 46%) having the following characteristics.